From a dataset of the Open Reaction Database (ORD), a public repository of structured organic reaction records. describe an organic reaction: reactants, conditions, products, and yield Starting materials: CO (methanol), Br(=O)(=O)O.BrC1=CN=C(S1)N (5-bromothiazol-2-amine bromate), N1=CC=CC=C1 (pyridine), BrCCCCC(=O)Cl (5-bromopentanoyl chloride). The solvent is C(Cl)Cl (methylene chloride), C(Cl)Cl (methylene chloride). Conditions: time 2 hour. Product: BrCCCCC(=O)NC=1SC(=CN1)Br (5-bromo-N-(5-bromothiazol-2-yl)pentanamide). Reaction SMILES: Br(O)(=O)=O.[Br:5][C:6]1[S:10][C:9]([NH2:11])=[N:8][CH:7]=1.N1C=CC=CC=1.[Br:18][CH2:19][CH2:20][CH2:21][CH2:22][C:23](Cl)=[O:24].CO>C(Cl)Cl>[Br:18][CH2:19][CH2:20][CH2:21][CH2:22][C:23]([NH:11][C:9]1[S:10][C:6]([Br:5])=[CH:7][N:8]=1)=[O:24] |f:0.1|. Procedure: To a solution of 5-bromothiazol-2-amine bromate (1 g) in methylene chloride (12 mL) was added a solution of pyridine (0.68 mL) and 5-bromopentanoyl chloride (0.54 mL) in methylene chloride (0.7 mL). The reaction mixture was stirred at room temperature for 2 hours. The reaction mixture was added with methanol (0.7 mL) and concentrated under reduced pressure. The obtained residue was added with 1 N hydrochloric acid (13 mL). The obtained solid was washed with tert-butyl methyl ether and dried to g... Reactants: O=C([O-])[O-], O=Cc1cc(O)cc(Cl)c1, Cl, O=S(=O)([O-])CCCF, [K+], [K+], CN(C)C=O. Product: O=Cc1cc(Cl)cc(OCCF)c1. Reaction SMILES: [C:11](=[O:12])([O-:13])[O-:14].[Cl:1][c:2]1[cH:3][c:4]([CH:5]=[O:6])[cH:7][c:8]([OH:10])[cH:9]1.[ClH:25].[F:17][CH2:18][CH2:19][CH2:20][S:21]([O-:22])(=[O:23])=[O:24].[K+:15].[K+:16].[O:26]=[CH:27][N:28]([CH3:29])[CH3:30]>>[Cl:1][c:2]1[cH:3][c:4]([CH:5]=[O:6])[cH:7][c:8]([O:10][CH2:19][CH2:18][F:17])[cH:9]1.